This data is from the Open Reaction Database (ORD), a public repository of structured organic reaction records. The task is: describe an organic reaction: reactants, conditions, products, and yield Starting materials: [N+](=O)([O-])C1=C(C=CC(=C1)[N+](=O)[O-])ON (O-(2,4-dinitrophenyl)hydroxylamine), OC1=C(C=NC=2C=C3C(=CC12)OCO3)C(=O)OCC (ethyl 8-hydroxy-1,3-dioxolo[4,5-g]quinoline-7-carboxylate), C([O-])([O-])=O.[K+].[K+] (potassium carbonate), [N+](=O)([O-])C1=C(C=CC(=C1)[N+](=O)[O-])ON (O-(2,4-dinitrophenyl)hydroxylamine). Solvent: CN(C=O)C (dimethylformamide), CN(C=O)C (dimethylformamide). Conditions: time 8 hour. The product is NN1C=C(C(C=2C=C3C(=CC12)OCO3)=O)C(=O)OCC (ethyl 5-amino-5,8-dihydro-8-oxo-1,3-dioxolo[4,5-g]quinoline-7-carboxylate). The yield is 56.1%. RXN SMILES: [OH:1][C:2]1[C:11]2[CH:10]=[C:9]3[O:12][CH2:13][O:14][C:8]3=[CH:7][C:6]=2[N:5]=[CH:4][C:3]=1[C:15]([O:17][CH2:18][CH3:19])=[O:16].C(=O)([O-])[O-].[K+].[K+].[N+:26](C1C=C([N+]([O-])=O)C=CC=1ON)([O-])=O>CN(C)C=O>[NH2:26][N:5]1[C:6]2[CH:7]=[C:8]3[O:14][CH2:13][O:12][C:9]3=[CH:10][C:11]=2[C:2](=[O:1])[C:3]([C:15]([O:17][CH2:18][CH3:19])=[O:16])=[CH:4]1 |f:1.2.3|. Procedure: To a stirred mixture of 12.8 g (0.049 mole) of ethyl 8-hydroxy-1,3-dioxolo[4,5-g]quinoline-7-carboxylate and 13.5 g (0.098 mole) of potassium carbonate in 500 ml of dimethylformamide was added 11.7 g (0.059 mole) of O-(2,4-dinitrophenyl)hydroxylamine. The reaction mixture was stirred overnight at room temperature. An additional 5.0 g of O-(2,4-dinitrophenyl)hydroxylamine and 300 ml of dimethylformamide were then added and stirring was continued again overnight. The solvent was removed in vacuo, ... Starting materials: Nc1cc(Br)cc(C(F)(F)F)c1, O=C(O)c1cc(Br)ccc1O. The product is O=C(Nc1cc(Br)cc(C(F)(F)F)c1)c1cc(Br)ccc1O. RXN SMILES: [Br:12][c:13]1[cH:14][c:15]([NH2:16])[cH:17][c:18]([C:20]([F:21])([F:22])[F:23])[cH:19]1.[Br:1][c:2]1[cH:3][cH:4][c:5]([OH:11])[c:6]([C:7](=[O:8])[OH:9])[cH:10]1>>[Br:1][c:2]1[cH:3][cH:4][c:5]([OH:11])[c:6]([C:7](=[O:9])[NH:16][c:15]2[cH:14][c:13]([Br:12])[cH:19][c:18]([C:20]([F:21])([F:22])[F:23])[cH:17]2)[cH:10]1. Reactants: COC(C(C(=O)OC)C1=C(C=C(C=C1)C1=CC=CC=C1)[N+](=O)[O-])=O (dimethyl-3-nitrobiphenyl-4-malonate). The solvent is Cl (hydrochloric acid). Yields the product [N+](=O)([O-])C=1C=C(C=CC1CC(=O)O)C1=CC=CC=C1 (3-nitrobiphenyl-4-acetic acid). RXN SMILES: C[O:2][C:3](=[O:24])[CH:4]([C:9]1[CH:14]=[CH:13][C:12]([C:15]2[CH:20]=[CH:19][CH:18]=[CH:17][CH:16]=2)=[CH:11][C:10]=1[N+:21]([O-:23])=[O:22])C(OC)=O>Cl>[N+:21]([C:10]1[CH:11]=[C:12]([C:15]2[CH:16]=[CH:17][CH:18]=[CH:19][CH:20]=2)[CH:13]=[CH:14][C:9]=1[CH2:4][C:3]([OH:24])=[O:2])([O-:23])=[O:22]. Procedure details: Crude dimethyl-3-nitrobiphenyl-4-malonate was refluxed in 30 mL of 6 N hydrochloric acid for 24 hours. The precipitate was collected by filtration, washed with water and dried to give 4.5 g of 3-nitrobiphenyl-4-acetic acid as a cream colored solid. Starting materials: C(C)OC(=O)C=1NC2=CC=C(C=C2C1)O (ethyl-5-hydroxyindole-2-carboxylate), C(C1=CC=CC=C1)N1C[C@@H](CC1)O ((R)-1-benzyl-3-pyrrolidinol), C(CCC)P(CCCC)CCCC (tri-n-butylphosphine), N(=NC(=O)N1CCCCC1)C(=O)N1CCCCC1 (1,1′-(azodicarbonyl)dipiperidine). Reaction conditions: time 8 hour. Yields the product C(C)OC(=O)C=1NC2=CC=C(C=C2C1)O[C@@H]1CN(CC1)CC1=CC=CC=C1 (5-((S)-1-Benzyl-pyrrolidin-3-yloxy)-1H-indole-2-carboxylic acid ethyl ester). The yield is 0.0%. Reaction SMILES: [CH2:1]([O:3][C:4]([C:6]1[NH:7][C:8]2[C:13]([CH:14]=1)=[CH:12][C:11]([OH:15])=[CH:10][CH:9]=2)=[O:5])[CH3:2].[CH2:16]([N:23]1[CH2:27][CH2:26][C@@H:25](O)[CH2:24]1)[C:17]1[CH:22]=[CH:21][CH:20]=[CH:19][CH:18]=1.C(P(CCCC)CCCC)CCC.N(C(N1CCCCC1)=O)=NC(N1CCCCC1)=O>>[CH2:1]([O:3][C:4]([C:6]1[NH:7][C:8]2[C:13]([CH:14]=1)=[CH:12][C:11]([O:15][C@H:25]1[CH2:26][CH2:27][N:23]([CH2:16][C:17]3[CH:22]=[CH:21][CH:20]=[CH:19][CH:18]=3)[CH2:24]1)=[CH:10][CH:9]=2)=[O:5])[CH3:2]. Reported procedure: To a cold (0° C.) mixture of ethyl-5-hydroxyindole-2-carboxylate (purchased at Biosynth, H-6350, 20.5 g, 1.0 eq.), (R)-1-benzyl-3-pyrrolidinol (23 g, 1.3 eq.) and tri-n-butylphosphine (58 mL, 2.0 eq.) was slowly added 1,1′-(azodicarbonyl)dipiperidine (50.4 g, 2.0 eq.) in several portions. The reaction mixture was stirred at room temperature overnight and then filtered off. The filtrate was concentrated in vacuo and diethylether was added. The precipitate was filtered off and the filtrate was con... The reactants are BrC1=CSC=2C1=NC(=CC2)C(=O)OC (Methyl 3-bromothieno[3.2-b]pyridine-5-carboxylate), CC(C)C[AlH]CC(C)C (DIBAL). Reaction conditions: time 30 minute. Yield: 97.5%. Run in C1CCOC1 (THF). As a reaction SMILES: [Br:1][C:2]1[C:6]2=[N:7][C:8]([C:11](OC)=[O:12])=[CH:9][CH:10]=[C:5]2[S:4][CH:3]=1.CC(C[AlH]CC(C)C)C>C1COCC1>[Br:1][C:2]1[C:6]2=[N:7][C:8]([CH2:11][OH:12])=[CH:9][CH:10]=[C:5]2[S:4][CH:3]=1. Procedure details: To a -78° C. solution of the methyl ester (0.388 g, 1.42 mmol) of Step 1 in 5 mL of THF was added DIBAL (3.55 mmol) over 5 min. The reaction mixture was left 30 min after which time the solution was brought to 0° C. and quenched with MeOH. Sodium potassium tartrate solution was added and the mixture extracted with EtOAc. The organic phase was dried over Na2SO4, and the solvent evaporated. The crude oil was purified by flash chromatography on silica with EtOAc:hexane 2:3 to give 0.338 g (98%) of ... Yields the product BrC1=CSC=2C1=NC(=CC2)CO (3-Bromothieno[3,2-b]pyridine-5-methanol). As a reaction SMILES: [N+:1]([C:4]1[CH:8]=[CH:7][NH:6][CH:5]=1)([O-:3])=[O:2].I[C:10]1[CH:15]=[CH:14][CH:13]=[CH:12][CH:11]=1.OC1C=CC=C2C=1N=CC=C2.C([O-])([O-])=O.[K+].[K+]>CS(C)=O.[Cu]I.CCOC(C)=O.O>[N+:1]([C:4]1[CH:8]=[CH:7][N:6]([C:10]2[CH:15]=[CH:14][CH:13]=[CH:12][CH:11]=2)[CH:5]=1)([O-:3])=[O:2] |f:3.4.5|. Solvent: CS(=O)C (DMSO), CCOC(=O)C (EtOAc), O (Water). Reactants: [N+](=O)([O-])C1=CNC=C1 (3-nitropyrrole), IC1=CC=CC=C1 (iodobenzene), OC=1C=CC=C2C=CC=NC12 (8-hydroxyquinoline), C(=O)([O-])[O-].[K+].[K+] (K2CO3). The reagents and catalysts are [Cu]I (CuI). Yields the product [N+](=O)([O-])C1=CN(C=C1)C1=CC=CC=C1 (3-nitro-1-phenyl-1H-pyrrole). Isolated yield 91.2%. Procedure details: A mixture of 3-nitropyrrole (270 mg, 2.41 mmol), iodobenzene (0.267 mL, 2.39 mmol), 8-hydroxyquinoline (60 mg, 0.41 mmol) and K2CO3 (600 mg, 4.34 mmol) in DMSO (3 mL) was degassed with argon before being charged with CuI (45 mg, 0.23 mmol). The mixture in a sealed tube was heated at 130 C for 20 h. Water and EtOAc were added. The organic phase was separated, washed with 1N HCl, then with 5% NaHCO3, dried over Na2SO4, concentrated in vacuo to give 3-nitro-1-phenyl-1H-pyrrole (410 mg).